This data is from the Open Reaction Database (ORD), a public repository of structured organic reaction records. The task is: describe an organic reaction: reactants, conditions, products, and yield Starting materials: CC(=O)O, CSc1ncc([N+](=O)[O-])c(CCO)c1Cl, [Fe], O. Yields the product CSc1ncc(N)c(CCO)c1Cl. As a reaction SMILES: [CH3:16][C:17](=[O:18])[OH:19].[Cl:1][c:2]1[c:3]([S:14][CH3:15])[n:4][cH:5][c:6]([N+:11]([O-:12])=[O:13])[c:7]1[CH2:8][CH2:9][OH:10].[Fe:21].[OH2:20]>>[Cl:1][c:2]1[c:3]([S:14][CH3:15])[n:4][cH:5][c:6]([NH2:11])[c:7]1[CH2:8][CH2:9][OH:10]. The reactants are CC1=C(N=CN1)C(=O)OCC (ethyl 5-methyl-1H-imidazole-4-carboxylate), C1(=CC=CC=C1)B(O)O (phenylboronic acid). The reagents and catalysts are [Cu]I (CuI). Solvent: C(C)O.O (ethanol water). The product is CC1=C(N=CN1C1=CC=CC=C1)C(=O)OCC (ethyl 5-methyl-1-phenyl-1H-imidazole-4-carboxylate). Isolated yield 28.4%. As a reaction SMILES: [CH3:1][C:2]1[NH:6][CH:5]=[N:4][C:3]=1[C:7]([O:9][CH2:10][CH3:11])=[O:8].[C:12]1(B(O)O)[CH:17]=[CH:16][CH:15]=[CH:14][CH:13]=1>C(O)C.O.[Cu]I>[CH3:1][C:2]1[N:6]([C:12]2[CH:17]=[CH:16][CH:15]=[CH:14][CH:13]=2)[CH:5]=[N:4][C:3]=1[C:7]([O:9][CH2:10][CH3:11])=[O:8] |f:2.3|. Procedure: Part A: A magnetically stirred mixture of ethyl 5-methyl-1H-imidazole-4-carboxylate (13.875 g, 0.090 mol), phenylboronic acid (13.16 g, 0.108 mol) and CuI (0.85 g, 0.0045 mol) in ethanol/water (900 ml, 1/1 (v/v)) was divided in 12 equal portions and reacted in parallel at 85° C. for 60 hours. After cooling to room temperature the 12 portions were combined and concentrated in vacuo. The residue was purified by flash chromatography (Ethylacetate/petroleum ether 40-65=1/1 (v/v)) to give ethyl 5-met... Product: CC(=O)OCC1OC(P(=O)(OC(C)C)OC(C)C)C2OC(C)(C)OC12. Starting materials: CC(=O)OCC1OC(OC(C)=O)C2OC(C)(C)OC12, CC(C)OP(OC(C)C)OC(C)C, ClCCl, C[Si](C)(C)I. As a reaction SMILES: [C:1]([O:2][CH:5]1[O:6][CH:7]([CH2:15][O:16][C:17]([CH3:18])=[O:19])[CH:8]2[CH:9]1[O:10][C:11]([CH3:13])([CH3:14])[O:12]2)(=[O:3])[CH3:4].[CH:25]([CH3:26])([CH3:27])[O:28][P:29]([O:30][CH:31]([CH3:32])[CH3:33])[O:34][CH:35]([CH3:36])[CH3:37].[Cl:38][CH2:39][Cl:40].[I:20][Si:21]([CH3:22])([CH3:23])[CH3:24]>>[CH:5]1([P:29]([O:28][CH:25]([CH3:26])[CH3:27])([O:30][CH:31]([CH3:32])[CH3:33])=[O:34])[O:6][CH:7]([CH2:15][O:16][C:17]([CH3:18])=[O:19])[CH:8]2[CH:9]1[O:10][C:11]([CH3:13])([CH3:14])[O:12]2. The reactants are C1=CC(=CC=C1[N+](=O)[O-])O (p-nitrophenol), C([O-])([O-])=O.[K+].[K+] (potassium carbonate), CC(=CCBr)CCC=C(C)C (3,7-dimethylocta-2,6-dienyl bromide). The solvent is CN(C=O)C (dimethylformamide), O (water). Reaction conditions: time 12 hour. Yields the product [N+](=O)([O-])C1=CC=C(C=C1)OCC=C(CCC=C(C)C)C (3,7-dimethylocta-2,6-dienyl p-nitrophenyl ether). As a reaction SMILES: [CH:1]1[C:6]([N+:7]([O-:9])=[O:8])=[CH:5][CH:4]=[C:3]([OH:10])[CH:2]=1.C(=O)([O-])[O-].[K+].[K+].[CH3:17][C:18]([CH2:22][CH2:23][CH:24]=[C:25]([CH3:27])[CH3:26])=[CH:19][CH2:20]Br>CN(C)C=O.O>[N+:7]([C:6]1[CH:5]=[CH:4][C:3]([O:10][CH2:20][CH:19]=[C:18]([CH3:17])[CH2:22][CH2:23][CH:24]=[C:25]([CH3:27])[CH3:26])=[CH:2][CH:1]=1)([O-:9])=[O:8] |f:1.2.3|. Procedure: To a solution of p-nitrophenol (2 g.) in dimethylformamide (10 ml.) is added anhydrous potassium carbonate (2 g.) and 3,7-dimethylocta-2,6-dienyl bromide (3.1 g.). The reaction is kept at 50° for 12 hours, diluted with water and extracted with ether. The ethereal extract is washed with 5% aqueous sodium hydroxide and dried over sodium sulfate. The crude product is purified by distillation to yield 3,7-dimethylocta-2,6-dienyl p-nitrophenyl ether. Starting materials: C(CC)N (n-propylamine), ClC1=C2N=CN(C2=NC=N1)CCCN1CCC(CC1)COC1=CC=CC=C1 (6-chloro-9-[3-(4-phenoxymethylpiperidino)-propyl]-purine). The solvent is C(CC)O (n-propanol). The product is C(CC)NC1=C2N=CN(C2=NC=N1)CCCN1CCC(CC1)COC1=CC=CC=C1 (N6 -n-propyl-9-[3-(4-phenoxymethylpiperidino)-propyl]-adenine). Isolated yield 74.0%. Reaction SMILES: [CH2:1]([NH2:4])[CH2:2][CH3:3].Cl[C:6]1[N:14]=[CH:13][N:12]=[C:11]2[C:7]=1[N:8]=[CH:9][N:10]2[CH2:15][CH2:16][CH2:17][N:18]1[CH2:23][CH2:22][CH:21]([CH2:24][O:25][C:26]2[CH:31]=[CH:30][CH:29]=[CH:28][CH:27]=2)[CH2:20][CH2:19]1>C(O)CC>[CH2:1]([NH:4][C:6]1[N:14]=[CH:13][N:12]=[C:11]2[C:7]=1[N:8]=[CH:9][N:10]2[CH2:15][CH2:16][CH2:17][N:18]1[CH2:19][CH2:20][CH:21]([CH2:24][O:25][C:26]2[CH:27]=[CH:28][CH:29]=[CH:30][CH:31]=2)[CH2:22][CH2:23]1)[CH2:2][CH3:3]. Procedure details: 50 ml of n-propylamine are added to a solution of 11.6 g (0.03 mole) of 6-chloro-9-[3-(4-phenoxymethylpiperidino)-propyl]-purine in 100 ml of n-propanol and the reaction mixture is heated under reflux for 6 hours. It is then evaporated in a vacuum and the residue extracted with diethyl ether. After evaporation of the solvent and recrystallization of the residue from cyclohexane, there are obtained 9.1 g of N6 -n-propyl-9-[3-(4-phenoxymethylpiperidino)-propyl]-adenine (74% of theory); m.p. 62° - ... Starting materials: B, C1CCOC1, O=C(C1COc2ccccc2O1)N1CCCC(c2cccc(OCF)c2)C1. Yields the product FCOc1cccc(C2CCCN(CC3COc4ccccc4O3)C2)c1. RXN SMILES: [BH3:28].[CH2:29]1[O:30][CH2:31][CH2:32][CH2:33]1.[O:1]1[CH:2]([C:11](=[O:12])[N:13]2[CH2:14][CH:15]([c:19]3[cH:20][c:21]([O:25][CH2:26][F:27])[cH:22][cH:23][cH:24]3)[CH2:16][CH2:17][CH2:18]2)[CH2:3][O:4][c:5]2[c:6]1[cH:7][cH:8][cH:9][cH:10]2>>[O:1]1[CH:2]([CH2:11][N:13]2[CH2:14][CH:15]([c:19]3[cH:20][c:21]([O:25][CH2:26][F:27])[cH:22][cH:23][cH:24]3)[CH2:16][CH2:17][CH2:18]2)[CH2:3][O:4][c:5]2[c:6]1[cH:7][cH:8][cH:9][cH:10]2. The reactants are C1(=CC=CC=C1)C1=CC=C(C=C1)S (4-phenylthiophenol), [H-].[Na+] (sodium hydride), O1C(C1)CCC=1C=NC=CC1 ((±)-3-(2-oxiranylethyl)pyridine). The solvent is CN(C=O)C (dimethylformamide). The product is C1(=CC=CC=C1)C1=CC=C(C=C1)SCC(CCC=1C=NC=CC1)O ((±)-α-(4-Phenylphenylthiomethyl)-3-pyridinepropanol). Isolated yield 29.9%. RXN SMILES: [C:1]1([C:7]2[CH:12]=[CH:11][C:10]([SH:13])=[CH:9][CH:8]=2)[CH:6]=[CH:5][CH:4]=[CH:3][CH:2]=1.[H-].[Na+].[O:16]1[CH2:18][CH:17]1[CH2:19][CH2:20][C:21]1[CH:22]=[N:23][CH:24]=[CH:25][CH:26]=1>CN(C)C=O>[C:1]1([C:7]2[CH:8]=[CH:9][C:10]([S:13][CH2:18][CH:17]([OH:16])[CH2:19][CH2:20][C:21]3[CH:22]=[N:23][CH:24]=[CH:25][CH:26]=3)=[CH:11][CH:12]=2)[CH:2]=[CH:3][CH:4]=[CH:5][CH:6]=1 |f:1.2|. Reported procedure: Prepared according to the method described in Example 1 from 4-phenylthiophenol (0.186 g), sodium hydride (0.044 g) and (±)-3-(2-oxiranylethyl)pyridine (0.150 g) in dimethylformamide (3 ml) at room temperature to give the title compound as a solid (0.100 g).